Dataset: the Open Reaction Database (ORD), a public repository of structured organic reaction records. Task: describe an organic reaction: reactants, conditions, products, and yield The reactants are OCC1C=CC(C1)N1C(C(=NC=C1)C(=O)OC)=O (methyl 4-[4-(hydroxymethyl)-2-cyclopenten-1-yl]-3-oxo-3,4-dihydro-2-pyrazinecarboxylate), aqueous solution, N (ammonia). Solvent: CO (methanol). Reaction conditions: time 13 hour. The product is OCC1C=CC(C1)N1C(C(=NC=C1)C(=O)N)=O (4-[4-(hydroxymethyl)-2-cyclopenten-1-yl]-3-oxo-3,4-dihydro-2-pyrazinecarboxamide). As a reaction SMILES: [OH:1][CH2:2][CH:3]1[CH2:7][CH:6]([N:8]2[CH:13]=[CH:12][N:11]=[C:10]([C:14](OC)=[O:15])[C:9]2=[O:18])[CH:5]=[CH:4]1.[NH3:19]>CO>[OH:1][CH2:2][CH:3]1[CH2:7][CH:6]([N:8]2[CH:13]=[CH:12][N:11]=[C:10]([C:14]([NH2:19])=[O:15])[C:9]2=[O:18])[CH:5]=[CH:4]1. Procedure: In 1 ml of methanol was dissolved 75 mg of methyl 4-[4-(hydroxymethyl)-2-cyclopenten-1-yl]-3-oxo-3,4-dihydro-2-pyrazinecarboxylate. At room temperature, 25% aqueous solution of ammonia was added and stirred for 13 hours, and then the solvent was removed under reduced pressure. Isopropanol was added to the residue, and the solid product was collected by filtration to obtain 20 mg of 4-[4-(hydroxymethyl)-2-cyclopenten-1-yl]-3-oxo-3,4-dihydro-2-pyrazinecarboxamide as a white-colored solid product.